Dataset: the Open Reaction Database (ORD), a public repository of structured organic reaction records. Task: describe an organic reaction: reactants, conditions, products, and yield The reactants are Cl.N[C@@H]1C(N(CC1)CC1=CC=C2C=CC(=NC2=C1)Cl)=O (7-(3-(S)-amino-2-oxopyrrolidin-1-ylmethyl)-2-chloro-quinoline hydrochloride), ClC=1C=CC2=C(SC(=C2)S(=O)(=O)Cl)C1 (6-chloro-benzo[b]thiophene-2-sulfonyl chloride), COC1=CC=C2C=CC(=CC2=C1)S(=O)(=O)Cl (7-methoxynaphthalene-2-sulfonyl chloride). Solvent: C(Cl)Cl (CH2Cl2). Product: ClC1=NC2=CC(=CC=C2C=C1)CN1C([C@H](CC1)NS(=O)(=O)C1=CC2=C(S1)C=C(C=C2)Cl)=O (6-Chloro-benzo[b]thiophene-2-sulfonic acid [1-(2-chloro-quinolin-7-ylmethyl)-2-oxopyrrolidin-3-(S)-yl]-amide). RXN SMILES: Cl.[NH2:2][C@H:3]1[CH2:7][CH2:6][N:5]([CH2:8][C:9]2[CH:18]=[C:17]3[C:12]([CH:13]=[CH:14][C:15]([Cl:19])=[N:16]3)=[CH:11][CH:10]=2)[C:4]1=[O:20].[Cl:21][C:22]1[CH:23]=[CH:24][C:25]2[CH:29]=[C:28]([S:30](Cl)(=[O:32])=[O:31])[S:27][C:26]=2[CH:34]=1.COC1C=C2C(C=CC(S(Cl)(=O)=O)=C2)=CC=1>C(Cl)Cl>[Cl:19][C:15]1[CH:14]=[CH:13][C:12]2[C:17](=[CH:18][C:9]([CH2:8][N:5]3[CH2:6][CH2:7][C@H:3]([NH:2][S:30]([C:28]4[S:27][C:26]5[CH:34]=[C:22]([Cl:21])[CH:23]=[CH:24][C:25]=5[CH:29]=4)(=[O:32])=[O:31])[C:4]3=[O:20])=[CH:10][CH:11]=2)[N:16]=1 |f:0.1|. Reported procedure: The title compound is prepared in CH2Cl2 instead of CH3CN from 7-(3-(S)-amino-2-oxopyrrolidin-1-ylmethyl)-2-chloro-quinoline hydrochloride as described in EXAMPLE 1, Part K using 6-chloro-benzo[b]thiophene-2-sulfonyl chloride as prepared in EXAMPLE 9, Parts A, B and C in place of 7-methoxynaphthalene-2-sulfonyl chloride. The crude product is triturated from EtOAc/hexanes to afford the title compound as a beige solid. Starting materials: ClC1=CC=C(C(=C1O)F)C (6-chloro-2-fluoro-3-methylphenol), CC(C)([O-])C.[K+] (potassium t-butoxide), BrC1=CC(=CC(=C1)F)Cl (1-bromo-3-chloro-5-fluorobenzene). Solvent: CCOC(=O)C (EtOAc), CS(=O)C (DMSO). Run at time 30 minute. Product: BrC=1C=C(C=C(C1)Cl)OC1=C(C=CC(=C1F)C)Cl (2-[(3-bromo-5-chlorophenyl)oxy]-1-chloro-3-fluoro-4-methylbenzene). Yield: 57.2%. RXN SMILES: [Cl:1][C:2]1[C:7]([OH:8])=[C:6]([F:9])[C:5]([CH3:10])=[CH:4][CH:3]=1.CC(C)([O-])C.[K+].[Br:17][C:18]1[CH:23]=[C:22](F)[CH:21]=[C:20]([Cl:25])[CH:19]=1>CS(C)=O.CCOC(C)=O>[Br:17][C:18]1[CH:23]=[C:22]([O:8][C:7]2[C:6]([F:9])=[C:5]([CH3:10])[CH:4]=[CH:3][C:2]=2[Cl:1])[CH:21]=[C:20]([Cl:25])[CH:19]=1 |f:1.2|. Reported procedure: To a solution of 6-chloro-2-fluoro-3-methylphenol (7.67 g, 47.7 mmol) in DMSO (100 ml) was added potassium t-butoxide (1.0 M solution in THF) (50.1 ml, 50.1 mmol) and the mixture was stirred at room temperature for 30 minutes. Next, 1-bromo-3-chloro-5-fluorobenzene (10.0 g, 47.7 mmol) was added and the mixture was heated at 135° C. for 3 days. The reaction mixture was cooled to room temperature, diluted with EtOAc and washed with water. The solvent was removed to give 2-[(3-bromo-5-chlorophenyl)... Reactants: CNC1CCCN(C2=C1C=CC=C2)C(C2=CC=C(C=C2)NC(C2=C(C=CC=C2)C)=O)=O (5-methylamino-1-[4-(2-methylbenzoylamino)benzoyl]-2,3,4,5-tetrahydro-1H-benzazepine), C([O-])([O-])=O.[K+].[K+] (potassium carbonate), BrCC(=O)OCC (ethyl bromoacetate). Solvent: C(C)#N (acetonitrile). The product is CN(CC(=O)OCC)C1CCCN(C2=C1C=CC=C2)C(C2=CC=C(C=C2)NC(C2=C(C=CC=C2)C)=O)=O (5-(N-methyl-N-ethoxycarbonylmethylamino)-1-[4-(2-methylbenzoylamino)benzoyl]-2,3,4,5-tetrahydro-1H-benzazepine). As a reaction SMILES: [CH3:1][NH:2][CH:3]1[C:9]2[CH:10]=[CH:11][CH:12]=[CH:13][C:8]=2[N:7]([C:14](=[O:31])[C:15]2[CH:20]=[CH:19][C:18]([NH:21][C:22](=[O:30])[C:23]3[CH:28]=[CH:27][CH:26]=[CH:25][C:24]=3[CH3:29])=[CH:17][CH:16]=2)[CH2:6][CH2:5][CH2:4]1.C(=O)([O-])[O-].[K+].[K+].Br[CH2:39][C:40]([O:42][CH2:43][CH3:44])=[O:41]>C(#N)C>[CH3:1][N:2]([CH:3]1[C:9]2[CH:10]=[CH:11][CH:12]=[CH:13][C:8]=2[N:7]([C:14](=[O:31])[C:15]2[CH:20]=[CH:19][C:18]([NH:21][C:22](=[O:30])[C:23]3[CH:28]=[CH:27][CH:26]=[CH:25][C:24]=3[CH3:29])=[CH:17][CH:16]=2)[CH2:6][CH2:5][CH2:4]1)[CH2:39][C:40]([O:42][CH2:43][CH3:44])=[O:41] |f:1.2.3|. Procedure: A mixture of 5-methylamino-1-[4-(2-methylbenzoylamino)benzoyl]-2,3,4,5-tetrahydro-1H-benzazepine (1.64 g), acetonitrile (20 ml), potassium carbonate (0.6 g) and ethyl bromoacetate (0.44 ml) is refluxed for 3 hours. The reaction solution is concentrated and water is added to the resulting residue, and the mixture is extracted three times with dichloromethane. The extract is washed with saturated saline solution, and dried over magnesium sulfate. The solvent is distilled off and the resulting resi... Starting materials: BrC1=C(C=CC(=C1)C(F)(F)F)C1=NC=CC2=CC(=CC=C12)S(=O)(=O)N(C1=NC=NS1)CC1=CC=C(C=C1)OC (1-(2-bromo-4-(trifluoromethyl)phenyl)-N-(4-methoxybenzyl)-N-(1,2,4-thiadiazol-5-yl)isoquinoline-6-sulfonamide), C(=O)(C(F)(F)F)O (TFA). The solvent is C(Cl)Cl (DCM). Conditions: time 2 hour. The product is BrC1=C(C=CC(=C1)C(F)(F)F)C1=NC=CC2=CC(=CC=C12)S(=O)(=O)NC1=NC=NS1 (1-(2-BROMO-4-(TRIFLUOROMETHYL)PHENYL)-N-(1,2,4-THIADIAZOL-5-YL)ISOQUINOLINE-6-SULFONAMIDE). RXN SMILES: [Br:1][C:2]1[CH:7]=[C:6]([C:8]([F:11])([F:10])[F:9])[CH:5]=[CH:4][C:3]=1[C:12]1[C:21]2[C:16](=[CH:17][C:18]([S:22]([N:25](CC3C=CC(OC)=CC=3)[C:26]3[S:30][N:29]=[CH:28][N:27]=3)(=[O:24])=[O:23])=[CH:19][CH:20]=2)[CH:15]=[CH:14][N:13]=1.C(O)(C(F)(F)F)=O>C(Cl)Cl>[Br:1][C:2]1[CH:7]=[C:6]([C:8]([F:9])([F:10])[F:11])[CH:5]=[CH:4][C:3]=1[C:12]1[C:21]2[C:16](=[CH:17][C:18]([S:22]([NH:25][C:26]3[S:30][N:29]=[CH:28][N:27]=3)(=[O:23])=[O:24])=[CH:19][CH:20]=2)[CH:15]=[CH:14][N:13]=1. Procedure: To a solution of 1-(2-bromo-4-(trifluoromethyl)phenyl)-N-(4-methoxybenzyl)-N-(1,2,4-thiadiazol-5-yl)isoquinoline-6-sulfonamide (INTERMEDIATE DD, 100 mg, 0.157 mmol) in DCM (1574 μl) was added TFA (60.6 μl, 0.787 mmol). The mixture was stirred at room temperature. After 2 h, LC/MS showed mainly the desired product. The reaction mixture was concentrated and dissolved in 3 ml of DMSO. This solution was injected onto the reverse phase HPLC (Xbridge 10 μm, C18, 19×100 mm column eluting with 0.1% NH4O... Starting materials: 4-methylbenzenesulfonate ester, Cl.C12CN(CC(CC1)CC2)CCN2C(C1=CC=CC=3C1=C(C2=O)C=CC3)=O (2-[2-(3-azabicyclo[3.2.2]nonan-3-yl)ethyl]-1H-benz[de]isoquinoline-1,3(2H)-dione, hydrochloride), C12CNCC(CC1)CC2 (3-azabicyclo[3.2.2]nonane), C(C)(C)N(CC)C(C)C (diisopropylethylamine). Run in C1(=CC=CC=C1)C (toluene). Yields the product C12CN(CC(CC1)CC2)CCN2C(C1=CC=CC=3C1=C(C2=O)C=CC3)=O (2-[2-(3-Azabicyclo[3.2.2]nonan-3-yl)ethyl]-1H-benz[de]-isoquinoline-1,3(2H)-dione). RXN SMILES: C12CCC(CC1)CNC2.C(N(C(C)C)CC)(C)C.Cl.[CH:20]12[CH2:28][CH2:27][CH:24]([CH2:25][CH2:26]1)[CH2:23][N:22]([CH2:29][CH2:30][N:31]1[C:40](=[O:41])[C:39]3[CH:42]=[CH:43][CH:44]=[C:37]4[C:38]=3[C:33](=[CH:34][CH:35]=[CH:36]4)[C:32]1=[O:45])[CH2:21]2>C1(C)C=CC=CC=1>[CH:24]12[CH2:27][CH2:28][CH:20]([CH2:26][CH2:25]1)[CH2:21][N:22]([CH2:29][CH2:30][N:31]1[C:40](=[O:41])[C:39]3[CH:42]=[CH:43][CH:44]=[C:37]4[C:38]=3[C:33](=[CH:34][CH:35]=[CH:36]4)[C:32]1=[O:45])[CH2:23]2 |f:2.3|. Reported procedure: 10 g. (0.025 mole) of the 4-methylbenzenesulfonate ester of example 1(b), 3.32 g. (0.027 mole) of 3-azabicyclo[3.2.2]nonane, and 3.27 g. (0.025 mole) of diisopropylethylamine are refluxed in 500 ml. of toluene for three hours. The reaction mixture is then cooled, washed with 10% KOH and water. The resulting toluene solution is shaken with 10% HCl and the resulting precipitate is filtered from the two phases. This salt is dissolved in a minimum of hot methanol, precipitated with ether, filtered, ... The reactants are C([O-])([O-])=O.[Cs+].[Cs+] (caesium carbonate), C(C)(C)[C@H](CO)CC1=CC(=C(C=C1)C(C)(C)C)O (2(R)-isopropyl-3-(3-hydroxy-4-tert-butyl-phenyl)-propanol), C(C1=CC=CC=C1)Br (benzyl bromide). Solvent: CN(C=O)C (dimethylformamide), CN(C=O)C (dimethylformamide). Conditions: time 16 hour. Yields the product C(C)(C)[C@H](CO)CC1=CC(=C(C=C1)C(C)(C)C)OCC1=CC=CC=C1 (2(R)-Isopropyl-3-(3-benzyloxy-4-tert-butyl-phenyl)-propanol). Reaction SMILES: [CH:1]([C@@H:4]([CH2:7][C:8]1[CH:13]=[CH:12][C:11]([C:14]([CH3:17])([CH3:16])[CH3:15])=[C:10]([OH:18])[CH:9]=1)[CH2:5][OH:6])([CH3:3])[CH3:2].C(=O)([O-])[O-].[Cs+].[Cs+].[CH2:25](Br)[C:26]1[CH:31]=[CH:30][CH:29]=[CH:28][CH:27]=1>CN(C)C=O>[CH:1]([C@@H:4]([CH2:7][C:8]1[CH:13]=[CH:12][C:11]([C:14]([CH3:16])([CH3:15])[CH3:17])=[C:10]([O:18][CH2:25][C:26]2[CH:31]=[CH:30][CH:29]=[CH:28][CH:27]=2)[CH:9]=1)[CH2:5][OH:6])([CH3:3])[CH3:2] |f:1.2.3|. Procedure: At room temperature with stirring, to a solution of 5.65 g of 2(R)-isopropyl-3-(3-hydroxy-4-tert-butyl-phenyl)-propanol in 100 ml of dimethylformamide there are added 11 g of caesium carbonate and, dropwise, a solution of 3.2 ml of benzyl bromide in 20 ml of dimethylformamide. The reaction mixture is stirred at room temperature for a further 16 hours and then concentrated by evaporation, and the residue is partitioned between diethyl ether and water. The organic phases are concentrated by evapor... The reactants are ClC=1C(=C2C(=NC1)N(C(=C2)I)S(=O)(=O)C2=CC=C(C)C=C2)C2=CN=C(S2)C2(CCC2)F (5-(5-chloro-2-iodo-1-tosyl-1H-pyrrolo[2,3-b]pyridin-4-yl)-2-(1-fluorocyclobutyl)thiazole), CC1(OB(OC1(C)C)C=1C=NN(C1)CCN1CCOCC1)C (4-(2-(4-(4,4,5,5-tetramethyl-1,3,2-dioxaborolan-2-yl)-1H-pyrazol-1-yl)ethyl)morpholine), C([O-])(O)=O (bicarbonate). Reagents/catalysts: Cl[Pd]([P](C1=CC=CC=C1)(C2=CC=CC=C2)C3=CC=CC=C3)([P](C4=CC=CC=C4)(C5=CC=CC=C5)C6=CC=CC=C6)Cl (bis(triphenylphosphine)palladium dichloride). The solvent is CN(C=O)C (N,N-dimethylformamide). Run at temperature 70 celsius. Product: ClC=1C(=C2C(=NC1)N(C(=C2)C=2C=NN(C2)CCN2CCOCC2)S(=O)(=O)C2=CC=C(C)C=C2)C2=CN=C(S2)C2(CCC2)F (4-(2-(4-(5-chloro-4-(2-(1-fluorocyclobutyl)thiazol-5-yl)-1-tosyl-1H-pyrrolo[2,3-b]pyridin-2-yl)-1H-pyrazol-1-yl)ethyl)morpholine). RXN SMILES: [Cl:1][C:2]1[C:3]([C:22]2[S:26][C:25]([C:27]3([F:31])[CH2:30][CH2:29][CH2:28]3)=[N:24][CH:23]=2)=[C:4]2[CH:10]=[C:9](I)[N:8]([S:12]([C:15]3[CH:21]=[CH:20][C:18]([CH3:19])=[CH:17][CH:16]=3)(=[O:14])=[O:13])[C:5]2=[N:6][CH:7]=1.CC1(C)C(C)(C)OB([C:40]2[CH:41]=[N:42][N:43]([CH2:45][CH2:46][N:47]3[CH2:52][CH2:51][O:50][CH2:49][CH2:48]3)[CH:44]=2)O1.C(=O)(O)[O-]>CN(C)C=O.Cl[Pd](Cl)([P](C1C=CC=CC=1)(C1C=CC=CC=1)C1C=CC=CC=1)[P](C1C=CC=CC=1)(C1C=CC=CC=1)C1C=CC=CC=1>[Cl:1][C:2]1[C:3]([C:22]2[S:26][C:25]([C:27]3([F:31])[CH2:30][CH2:29][CH2:28]3)=[N:24][CH:23]=2)=[C:4]2[CH:10]=[C:9]([C:40]3[CH:41]=[N:42][N:43]([CH2:45][CH2:46][N:47]4[CH2:52][CH2:51][O:50][CH2:49][CH2:48]4)[CH:44]=3)[N:8]([S:12]([C:15]3[CH:21]=[CH:20][C:18]([CH3:19])=[CH:17][CH:16]=3)(=[O:14])=[O:13])[C:5]2=[N:6][CH:7]=1 |^1:65,84|. Reported procedure: To a stirred ambient solution of 5-(5-chloro-2-iodo-1-tosyl-1H-pyrrolo[2,3-b]pyridin-4-yl)-2-(1-fluorocyclobutyl)thiazole (Example 114A) (60 mg, 0.102 mmol) and 4-(2-(4-(4,4,5,5-tetramethyl-1,3,2-dioxaborolan-2-yl)-1H-pyrazol-1-yl)ethyl)morpholine (37.6 mg, 0.122 mmol) in N,N-dimethylformamide (0.765 mL) was added saturated aqueous bicarbonate solution (0.765 mL) followed by bis(triphenylphosphine)palladium dichloride (5.01 mg, 7.14 μmol). The mixture was heated to 70° C. for 4 hours and was the...